Dataset: the Open Reaction Database (ORD), a public repository of structured organic reaction records. Task: describe an organic reaction: reactants, conditions, products, and yield The reactants are BrC=1C=C(C=CC1)O (m-Bromophenol), C1(CCCO1)=O (γ-butyrolactone). Product: BrC1=CC2=C(CCCCO2)C=C1 (8-bromo-2,3,4,5-tetrahydro-1-benzoxepine). Reaction SMILES: [Br:1][C:2]1[CH:3]=[C:4]([OH:8])[CH:5]=[CH:6][CH:7]=1.[C:9]1(=O)O[CH2:12][CH2:11][CH2:10]1>>[Br:1][C:2]1[CH:7]=[CH:6][C:5]2[CH2:9][CH2:10][CH2:11][CH2:12][O:8][C:4]=2[CH:3]=1. Procedure details: m-Bromophenol was reacted with γ-butyrolactone in analogy to Example 17, paragraphs B, C and D, to give 8-bromo-2,3,4,5-tetrahydro-1-benzoxepine. The reactants are CN1CCN(c2ccc([N+](=O)[O-])c(-n3cccn3)c2)CC1, CCO. Product: CN1CCN(c2ccc(N)c(-n3cccn3)c2)CC1. As a reaction SMILES: [CH3:1][N:2]1[CH2:3][CH2:4][N:5]([c:8]2[cH:9][c:10](-[n:17]3[n:18][cH:19][cH:20][cH:21]3)[c:11]([N+:14]([O-:15])=[O:16])[cH:12][cH:13]2)[CH2:6][CH2:7]1.[CH3:22][CH2:23][OH:24]>>[CH3:1][N:2]1[CH2:3][CH2:4][N:5]([c:8]2[cH:9][c:10](-[n:17]3[n:18][cH:19][cH:20][cH:21]3)[c:11]([NH2:14])[cH:12][cH:13]2)[CH2:6][CH2:7]1. The reactants are COC(=O)c1cccc(C=Cc2ccccc2)c1, CCO, Cl, [Na+], [OH-]. The product is O=C(O)c1cccc(C=Cc2ccccc2)c1. As a reaction SMILES: [CH3:1][O:2][C:3]([c:4]1[cH:5][c:6]([CH:10]=[CH:11][c:12]2[cH:13][cH:14][cH:15][cH:16][cH:17]2)[cH:7][cH:8][cH:9]1)=[O:18].[CH3:22][CH2:23][OH:24].[ClH:21].[Na+:20].[OH-:19]>>[O:2]=[C:3]([c:4]1[cH:5][c:6]([CH:10]=[CH:11][c:12]2[cH:13][cH:14][cH:15][cH:16][cH:17]2)[cH:7][cH:8][cH:9]1)[OH:18]. Reactants: C1(=CC=CC=C1)[C@@H]1N=C(OC1)C1=NC(=CC=C1)C=1OC[C@@H](N1)C1=CC=CC=C1 (2,6-bis[(4S)-phenyl-2-oxazoline-2-yl]pyridine), COC1=CC=C(C=C1)C(OC[C@@H]1[C@H]([C@H]([C@@H](O1)N1C(=O)NC(=O)C=C1)O)O)(C1=CC=CC=C1)C1=CC=C(C=C1)OC (5′-O-[bis(4-methoxyphenyl)phenylmethyl]uridine), C1(=CC=CC=C1)N=C=O (phenyl isocyanate), COC1=CC=C(C=C1)C(OC[C@@H]1[C@H]([C@H]([C@@H](O1)N1C(=O)NC(=O)C=C1)OC(NC1=CC=CC=C1)=O)O)(C1=CC=CC=C1)C1=CC=C(C=C1)OC (5′-O-[bis(4-methoxyphenyl)phenylmethyl]-2′-O-phenylcarbamoyl-uridine). Reagents/catalysts: C(F)(F)(F)S(=O)(=O)[O-].C(F)(F)(F)S(=O)(=O)[O-].[Cu+2] (Cu(OTf)2). Run in C1CCOC1 (THF), C1CCOC1 (THF), C1CCOC1 (THF). Reaction conditions: time 30 minute. Product: COC1=CC=C(C=C1)C(OC[C@@H]1[C@H]([C@H]([C@@H](O1)N1C(=O)NC(=O)C=C1)O)OC(NC1=CC=CC=C1)=O)(C1=CC=CC=C1)C1=CC=C(C=C1)OC (5′-O-[bis(4-methoxyphenyl)phenylmethyl]-3′-O-phenylcarbamoyl-uridine). RXN SMILES: C1([C@H]2COC(C3C=CC=C(C4OC[C@H](C5C=CC=CC=5)N=4)N=3)=N2)C=CC=CC=1.[CH3:29][O:30][C:31]1[CH:36]=[CH:35][C:34]([C:37]([C:61]2[CH:66]=[CH:65][C:64]([O:67][CH3:68])=[CH:63][CH:62]=2)([C:55]2[CH:60]=[CH:59][CH:58]=[CH:57][CH:56]=2)[O:38][CH2:39][C@H:40]2[O:44][C@@H:43]([N:45]3[CH:52]=[CH:51][C:49](=[O:50])[NH:48][C:46]3=[O:47])[C@H:42]([OH:53])[C@@H:41]2[OH:54])=[CH:33][CH:32]=1.[C:69]1([N:75]=[C:76]=[O:77])[CH:74]=[CH:73][CH:72]=[CH:71][CH:70]=1.COC1C=CC(C(C2C=CC(OC)=CC=2)(C2C=CC=CC=2)OC[C@H]2O[C@@H](N3C=CC(=O)NC3=O)[C@H](OC(=O)NC3C=CC=CC=3)[C@@H]2O)=CC=1>C(S([O-])(=O)=O)(F)(F)F.C(S([O-])(=O)=O)(F)(F)F.[Cu+2].C1COCC1>[CH3:29][O:30][C:31]1[CH:32]=[CH:33][C:34]([C:37]([C:61]2[CH:62]=[CH:63][C:64]([O:67][CH3:68])=[CH:65][CH:66]=2)([C:55]2[CH:60]=[CH:59][CH:58]=[CH:57][CH:56]=2)[O:38][CH2:39][C@H:40]2[O:44][C@@H:43]([N:45]3[CH:52]=[CH:51][C:49](=[O:50])[NH:48][C:46]3=[O:47])[C@H:42]([OH:53])[C@@H:41]2[O:54][C:76](=[O:77])[NH:75][C:69]2[CH:74]=[CH:73][CH:72]=[CH:71][CH:70]=2)=[CH:35][CH:36]=1 |f:4.5.6|. Procedure: The THF solution (1 ml) containing 2,6-bis[(4S)-phenyl-2-oxazoline-2-yl]pyridine (0.03 mmol, 11.1 mg) and Cu(OTf)2 (II) (0.03 mmol, 11.1 mg) was stirred for 30 minutes at room temperature. After the reaction mixture was cooled to 0° C., the THF solution (1.5 ml) of 5′-O-[bis(4-methoxyphenyl)phenylmethyl]uridine (0.3 mmol, 164.0 mg) and the THF solution (1 ml) of phenyl isocyanate (0.3 mmol, 35.7 mg) were added thereto. After the mixture was continuously stirred for 19 hours at 0° C., the mixture...